This data is from the Open Reaction Database (ORD), a public repository of structured organic reaction records. The task is: describe an organic reaction: reactants, conditions, products, and yield Reaction SMILES: [C:1]1(=[O:11])[C:10]2[C:5](=[CH:6][CH:7]=[CH:8][CH:9]=2)[CH2:4][CH2:3][CH2:2]1.[N+:12]([C:15]1[CH:16]=[C:17]([CH:20]=[CH:21][CH:22]=1)[CH:18]=O)([O-:14])=[O:13].O.C1(C)C=CC(S(O)(=O)=O)=CC=1.O>C1(C)C=CC=CC=1>[N+:12]([C:15]1[CH:16]=[C:17]([CH:20]=[CH:21][CH:22]=1)[CH:18]=[C:2]1[CH2:3][CH2:4][C:5]2[C:10](=[CH:9][CH:8]=[CH:7][CH:6]=2)[C:1]1=[O:11])([O-:14])=[O:13] |f:2.3|. Procedure details: A mixture of 3,4-dihydro-1(2H)-naphthalenone (21.9 g), 3-nitrobenzaldehyde (22.6 g) and p-toluenesulphonic acid monohydrate (50 mg) in toluene (250 ml) was stirred at reflux with separation of water for 4.5 hours. The brown solution was allowed to cool overnight. The resulting yellow-orange deposited solid was filtered off, washed well with toluene and dried in vacuo yielding 2-(3-nitrobenzylidene)-3,4-dihydro-1(2H)-naphthalenone as crisp yellow needles. The reactants are O (water), C1(CCCC2=CC=CC=C12)=O (3,4-dihydro-1(2H)-naphthalenone), [N+](=O)([O-])C=1C=C(C=O)C=CC1 (3-nitrobenzaldehyde), O.C1(=CC=C(C=C1)S(=O)(=O)O)C (p-toluenesulphonic acid monohydrate). The solvent is C1(=CC=CC=C1)C (toluene). Product: [N+](=O)([O-])C=1C=C(C=C2C(C3=CC=CC=C3CC2)=O)C=CC1 (2-(3-nitrobenzylidene)-3,4-dihydro-1(2H)-naphthalenone).